From a dataset of the Open Reaction Database (ORD), a public repository of structured organic reaction records. describe an organic reaction: reactants, conditions, products, and yield Starting materials: FC1=C(C=C(C=C1)/C=C/C(=O)OC(C)(C)C)[N+](=O)[O-] (tert-butyl (2E)-3-(4-fluoro-3-nitrophenyl)acrylate). The reagents and catalysts are [Pd] (palladium on carbon). Run in C1CCOC1 (THF), C(C)O (ethanol). Reaction conditions: time 9 hour. The product is NC=1C=C(C=CC1F)CCC(=O)OC(C)(C)C (tert-Butyl 3-(3-amino-4-fluorophenyl)propanoate). As a reaction SMILES: [F:1][C:2]1[CH:7]=[CH:6][C:5](/[CH:8]=[CH:9]/[C:10]([O:12][C:13]([CH3:16])([CH3:15])[CH3:14])=[O:11])=[CH:4][C:3]=1[N+:17]([O-])=O>C1COCC1.C(O)C.[Pd]>[NH2:17][C:3]1[CH:4]=[C:5]([CH2:8][CH2:9][C:10]([O:12][C:13]([CH3:16])([CH3:15])[CH3:14])=[O:11])[CH:6]=[CH:7][C:2]=1[F:1]. Reported procedure: A solution of 81.0 g (303 mmol) of tert-butyl (2E)-3-(4-fluoro-3-nitrophenyl)acrylate in a mixture of 810 ml of THF and 810 ml of ethanol was inertized with argon, and 8.1 g of 10% palladium on carbon were added. The suspension was stirred at RT under a hydrogen atmosphere at standard pressure for 9 h. The reaction mixture was then filtered off with suction through kieselguhr, and the filtrate was concentrated. The crude product was purified by chromatography on silica gel (mobile phase petroleu... The reactants are CCOC(=O)C(C)(Br)c1ccccc1, CCOc1ccc2nc(S)sc2c1, CCO. Yields the product CCOC(=O)C(C)(Sc1nc2ccc(OCC)cc2s1)c1ccccc1. Reaction SMILES: [CH2:14]([CH3:15])[O:16][C:17]([C:18]([CH3:19])([c:20]1[cH:21][cH:22][cH:23][cH:24][cH:25]1)[Br:26])=[O:27].[CH2:1]([CH3:2])[O:3][c:4]1[cH:5][c:6]2[c:7]([n:8][c:9]([SH:11])[s:10]2)[cH:12][cH:13]1.[CH3:28][CH2:29][OH:30]>>[CH2:1]([CH3:2])[O:3][c:4]1[cH:5][c:6]2[c:7]([n:8][c:9]([S:11][C:18]([C:17]([O:16][CH2:14][CH3:15])=[O:27])([CH3:19])[c:20]3[cH:21][cH:22][cH:23][cH:24][cH:25]3)[s:10]2)[cH:12][cH:13]1. Starting materials: Cl.CN(C1(CCC(CC1)=CC(=O)NCCC1=CNC2=CC=CC=C12)C1=CC(=CC=C1)F)C (2-[4-Dimethylamino-4-(3-fluorophenyl)cyclohexylidene]-N-[2-(1H-indol-3-yl)ethyl]acetamide hydrochloride), Cl.CN(C1(CCC(CC1)=CC(=O)NCCC1=CNC2=CC=CC=C12)C1=CC(=CC=C1)F)C (2-[4-Dimethylamino-4-(3-fluorophenyl)cyclohexylidene]-N-[2-(1H-indol-3-yl)ethyl]acetamide hydrochloride). Reagents/catalysts: [Pd] (Palladium-on-charcoal). Solvent: CO (methanol). Conditions: time 20 hour. Product: CN(C1(CCC(CC1)CC(=O)NCCC1=CNC2=CC=CC=C12)C1=CC(=CC=C1)F)C (2-[4-dimethylamino-4-(3-fluorophenyl)cyclohexyl]-N-[2-(1H-indol-3-yl)ethyl]acetamide). Isolated yield 13.0%. RXN SMILES: Cl.[CH3:2][N:3]([CH3:32])[C:4]1([C:25]2[CH:30]=[CH:29][CH:28]=[C:27]([F:31])[CH:26]=2)[CH2:9][CH2:8][C:7](=[CH:10][C:11]([NH:13][CH2:14][CH2:15][C:16]2[C:24]3[C:19](=[CH:20][CH:21]=[CH:22][CH:23]=3)[NH:18][CH:17]=2)=[O:12])[CH2:6][CH2:5]1>[Pd].CO>[CH3:32][N:3]([CH3:2])[C:4]1([C:25]2[CH:30]=[CH:29][CH:28]=[C:27]([F:31])[CH:26]=2)[CH2:9][CH2:8][CH:7]([CH2:10][C:11]([NH:13][CH2:14][CH2:15][C:16]2[C:24]3[C:19](=[CH:20][CH:21]=[CH:22][CH:23]=3)[NH:18][CH:17]=2)=[O:12])[CH2:6][CH2:5]1 |f:0.1|. Reported procedure: Palladium-on-charcoal (5%, 120 mg) was added to a solution of 2-[4-dimethylamino-4-(3-fluorophenyl)-cyclohexylidene]-N-[2-(1H-indol-3-yl)-ethyl]-acetamide (base of Example 25; 660 mg; 1.55 mmol) in abs. methanol (100 ml). The reaction mixture was hydrogenated at 40° C. under a pressure of 3 bar for 20 h. The catalyst was separated off over Celite and the filtrate was concentrated. After separation of the residue by chromatography on silica gel (45 g) with EA/methanol (5:1) and methanol, the less... Starting materials: CC(C)CC(=O)Cl, CC(=O)[O-], Cc1ccccc1, CC(C)CC(C(=O)O)c1cc(Nc2ccc(Cl)cc2)cc(-c2ccc(C(F)(F)F)cc2)c1, [Na+], O. The product is CC(C)CC(=O)N(c1ccc(Cl)cc1)c1cc(-c2ccc(C(F)(F)F)cc2)cc(C(CC(C)C)C(=O)O)c1. Reaction SMILES: [C:45]([CH2:46][CH:47]([CH3:48])[CH3:49])(=[O:50])[Cl:51].[CH3:34][C:35](=[O:36])[O-:37].[CH3:38][c:39]1[cH:40][cH:41][cH:42][cH:43][cH:44]1.[Cl:1][c:2]1[cH:3][cH:4][c:5]([NH:8][c:9]2[cH:10][c:11]([CH:25]([C:26](=[O:27])[OH:28])[CH2:29][CH:30]([CH3:31])[CH3:32])[cH:12][c:13](-[c:15]3[cH:16][cH:17][c:18]([C:21]([F:22])([F:23])[F:24])[cH:19][cH:20]3)[cH:14]2)[cH:6][cH:7]1.[Na+:33].[OH2:52]>>[Cl:1][c:2]1[cH:3][cH:4][c:5]([N:8]([c:9]2[cH:10][c:11]([CH:25]([C:26](=[O:27])[OH:28])[CH2:29][CH:30]([CH3:31])[CH3:32])[cH:12][c:13](-[c:15]3[cH:16][cH:17][c:18]([C:21]([F:22])([F:23])[F:24])[cH:19][cH:20]3)[cH:14]2)[C:45]([CH2:46][CH:47]([CH3:48])[CH3:49])=[O:50])[cH:6][cH:7]1. The reactants are O=C([O-])[O-], CCOC(C)=O, COC(=O)C(CC1CCCC1)n1cnc(C(F)(F)F)n1, Cl, [K+], [K+], O. Yields the product O=C(O)C(CC1CCCC1)n1cnc(C(F)(F)F)n1. As a reaction SMILES: [C:22](=[O:23])([O-:24])[O-:25].[CH3:29][CH2:30][O:31][C:32](=[O:33])[CH3:34].[CH:2]1([CH2:7][CH:8]([C:9](=[O:10])[O:11][CH3:12])[n:13]2[n:14][c:15]([C:18]([F:19])([F:20])[F:21])[n:16][cH:17]2)[CH2:3][CH2:4][CH2:5][CH2:6]1.[ClH:1].[K+:26].[K+:27].[OH2:28]>>[CH:2]1([CH2:7][CH:8]([C:9](=[O:10])[OH:11])[n:13]2[n:14][c:15]([C:18]([F:19])([F:20])[F:21])[n:16][cH:17]2)[CH2:3][CH2:4][CH2:5][CH2:6]1. Reactants: Cl.FC1=C(C(=CC(=C1)S(=O)(=O)C)F)N[C@@H]1C(N(CCC1)C1CCNCC1)=O ((S)-3-(2,6-difluoro-4-(methylsulfonyl)phenylamino)-1,4′-bipiperidin-2-one hydrochloride), ClC1=NC=C(N=C1)Cl (2,5-dichloropyrazine), CCN(C(C)C)C(C)C (Hunig's base). Solvent: CN(C)C=O (DMF). Conditions: temperature 100 celsius, time 8 hour. Product: ClC=1N=CC(=NC1)N1CCC(CC1)N1C([C@H](CCC1)NC1=C(C=C(C=C1F)S(=O)(=O)C)F)=O ((S)-1′-(5-chloropyrazin-2-yl)-3-(2,6-difluoro-4-(methylsulfonyl)phenylamino)-[1,4′-bipiperidin]-2-one). Yield: 34.6%. RXN SMILES: Cl.[F:2][C:3]1[CH:8]=[C:7]([S:9]([CH3:12])(=[O:11])=[O:10])[CH:6]=[C:5]([F:13])[C:4]=1[NH:14][C@H:15]1[CH2:20][CH2:19][CH2:18][N:17]([CH:21]2[CH2:26][CH2:25][NH:24][CH2:23][CH2:22]2)[C:16]1=[O:27].[Cl:28][C:29]1[CH:34]=[N:33][C:32](Cl)=[CH:31][N:30]=1.CCN(C(C)C)C(C)C>CN(C=O)C>[Cl:28][C:29]1[N:30]=[CH:31][C:32]([N:24]2[CH2:23][CH2:22][CH:21]([N:17]3[CH2:18][CH2:19][CH2:20][C@H:15]([NH:14][C:4]4[C:3]([F:2])=[CH:8][C:7]([S:9]([CH3:12])(=[O:11])=[O:10])=[CH:6][C:5]=4[F:13])[C:16]3=[O:27])[CH2:26][CH2:25]2)=[N:33][CH:34]=1 |f:0.1|. Reported procedure: A flask was charged with (S)-3-(2,6-difluoro-4-(methylsulfonyl)phenylamino)-1,4′-bipiperidin-2-one hydrochloride (0.250 g, 0.590 mmol), 2,5-dichloropyrazine (0.105 g, 0.708 mmol), Hunig's base (0.309 mL, 1.77 mmol), and DMF (5 mL). The reaction mixture was stirred at 100° C. overnight. The organic solvents were removed under reduced pressure. The residue was purified using silica gel column chromatography eluting with ethyl acetate to provide (S)-1′-(5-chloropyrazin-2-yl)-3-(2,6-difluoro-4-(meth...